The task is: describe an organic reaction: reactants, conditions, products, and yield. This data is from the Open Reaction Database (ORD), a public repository of structured organic reaction records. The reactants are 3, CONC(=O)C1(CC1)NC(OC(C)(C)C)=O (tert-butyl (1-(methoxycarbamoyl)cyclopropyl)carbamate), Cl (HCl), FC(S(=O)(=O)OCC(F)(F)F)(F)F (2,2,2-trifluoroethyl trifluoromethanesulfonate), [H-].[Na+] (NaH). Solvent: O (H2O), CN(C)C=O (DMF), CCOCC (ether), C(Cl)Cl (DCM). Run at time 18 hour. Product: Cl.NC1(CC1)C(=O)N(CC(F)(F)F)OC (1-Amino-N-methoxy-N-(2,2,2-trifluoroethyl)cyclopropanecarboxamide hydrochloride). As a reaction SMILES: [CH3:1][O:2][NH:3][C:4]([C:6]1([NH:9]C(=O)OC(C)(C)C)[CH2:8][CH2:7]1)=[O:5].[H-].[Na+].FC(F)(F)S(O[CH2:25][C:26]([F:29])([F:28])[F:27])(=O)=O.[ClH:32]>C(Cl)Cl.CCOCC.O.CN(C=O)C>[ClH:32].[NH2:9][C:6]1([C:4]([N:3]([O:2][CH3:1])[CH2:25][C:26]([F:29])([F:28])[F:27])=[O:5])[CH2:7][CH2:8]1 |f:1.2,9.10|. Reported procedure: A dry 50 mL 3 neck round bottom flask was charged with tert-butyl (1-(methoxycarbamoyl)cyclopropyl)carbamate (0.82 g, 3.56 mmol) and 20 mL of dry DMF. The reaction mixture was cooled in an ice-water bath and 60% NaH (0.16 g, 3.92 mmol) was added in one portion. The reaction mixture was stirred at RT for 1.5 h after which time, 2,2,2-trifluoroethyl trifluoromethanesulfonate (0.87 g, 3.74 mmol) was added neat drop wise and the resulting reaction mixture was stirred at RT for 18 h. The reaction mix... Starting materials: Nc1cc(Cl)cc(Br)c1F, CCCS(=O)(=O)Cl, c1ccncc1. Yields the product CCCS(=O)(=O)Nc1cc(Cl)cc(Br)c1F. Reaction SMILES: [Br:1][c:2]1[c:3]([F:10])[c:4]([NH2:5])[cH:6][c:7]([Cl:9])[cH:8]1.[CH2:11]([CH2:12][CH3:13])[S:14](=[O:15])(=[O:16])[Cl:17].[cH:18]1[cH:19][cH:20][n:21][cH:22][cH:23]1>>[Br:1][c:2]1[c:3]([F:10])[c:4]([NH:5][S:14]([CH2:11][CH2:12][CH3:13])(=[O:15])=[O:16])[cH:6][c:7]([Cl:9])[cH:8]1. The reactants are [N+](=O)([O-])C1=C(C(O)=CC(=C1)[N+](=O)[O-])O (3,5-dinitropyrocatechol), S(O)(O)(=O)=O (sulfuric acid). Solvent: C(CC)(=O)OC(CC)=O (propionic anhydride). Product: C(CC)(=O)OC1=C(C(=CC(=C1)[N+](=O)[O-])[N+](=O)[O-])OC(CC)=O (1,2-dipropionyloxy-3,5-dinitrobenzene), methylene chloride petroleum ether. Reaction SMILES: [N+:1]([C:4]1[CH:10]=[C:9]([N+:11]([O-:13])=[O:12])[CH:8]=[C:6]([OH:7])[C:5]=1[OH:14])([O-:3])=[O:2].S(=O)(=O)(O)O>C(OC(=O)CC)(=O)CC>[C:6]([O:7][C:6]1[CH:8]=[C:9]([N+:11]([O-:13])=[O:12])[CH:10]=[C:4]([N+:1]([O-:3])=[O:2])[C:5]=1[O:14][C:5](=[O:14])[CH2:4][CH3:10])(=[O:7])[CH2:8][CH3:9]. Procedure details: A solution of 2.0 g of 3,5-dinitropyrocatechol in 25 ml of propionic anhydride is heated at 110° for 18 hours in the presence of a catalytic amount of conc. sulfuric acid, the excess anhydride is distilled off at 70° in a high vacuum (1.33 Pa), the residue is dissolved in methylene chloride, washed with water, dried over sodium sulfate, filtered and evaporated. There is obtained 1,2-dipropionyloxy-3,5-dinitrobenzene of m.p. 74°-76° (from methylene chloride/petroleum ether). Product: N#CC(O)C1(F)CCOCC1. RXN SMILES: [CH3:18][CH2:19][O:20][C:21](=[O:22])[CH3:23].[Cl:24][CH2:25][Cl:26].[FH:17].[O:1]1[CH:2]([C:9]#[N:10])[C:3]12[CH2:4][CH2:5][O:6][CH2:7][CH2:8]2.[n:11]1[cH:12][cH:13][cH:14][cH:15][cH:16]1>>[OH:1][CH:2]([C:3]1([F:17])[CH2:4][CH2:5][O:6][CH2:7][CH2:8]1)[C:9]#[N:10]. The reactants are CCOC(C)=O, ClCCl, F, N#CC1OC12CCOCC2, c1ccncc1. Starting materials: BrCCCC1(C(C(C2=CC=CC=C12)=C=O)=O)OCC (1-(3-bromopropyl)-1-ethoxy-carbonyl-2-indanone), C1=CC=CC=C1 (benzene), [H-].[Na+] (sodium hydride), C1=CC=CC=C1 (benzene), suspension, O (Water). Reaction conditions: time 18 hour. Yields the product C(C)OC(=O)C12C(C(C3=CC=CC=C13)CCC2)=O (1-Ethoxycarbonyl-1,3-Propano-2-Indanone). Reaction SMILES: [CH:1]1[CH:6]=CC=CC=1.[H-].[Na+].Br[CH2:10][CH2:11][CH2:12][C:13]1(OCC)[C:21]2[C:16](=[CH:17][CH:18]=[CH:19][CH:20]=2)[C:15](=[C:22]=[O:23])[C:14]1=[O:24].[OH2:28]>>[CH2:6]([O:28][C:22]([C:15]12[CH2:10][CH2:11][CH2:12][CH:13]([C:21]3[C:16]1=[CH:17][CH:18]=[CH:19][CH:20]=3)[C:14]2=[O:24])=[O:23])[CH3:1] |f:1.2|. Procedure details: To a stirred mixture of benzene (400 ml.) and sodium hydride (5.3 g. of a 57% suspension in nujol), which is free of nujol, is added dropwise, under dry nitrogen, 1-(3-bromopropyl)-1-ethoxy-carbonyl-2-indanone (39.3 g.) in 100 ml. of benzene. The mixture is stirred at room temperature for 18 hours. Water is added and the organic layer is separated, washed with aqueous sodium chloride, dried, concentrated and distilled to give after a small forecut, 20.5 g. of the title product with b.p. 130°-145... Reactants: CO (methanol), [OH-].[Na+] (sodium hydroxide), O1CCC(CC1)CC(=O)OCC (ethyl 4-tetrahydropyranylacetate). Solvent: O (water). Conditions: temperature 80 celsius, time 1 hour. Product: O1CCC(CC1)CC(=O)O (4Tetrahydropyranylacetic acid). RXN SMILES: CO.[OH-].[Na+].[O:5]1[CH2:10][CH2:9][CH:8]([CH2:11][C:12]([O:14]CC)=[O:13])[CH2:7][CH2:6]1>O>[O:5]1[CH2:10][CH2:9][CH:8]([CH2:11][C:12]([OH:14])=[O:13])[CH2:7][CH2:6]1 |f:1.2|. Procedure details: 20 ml of methanol, 10 ml of water and 1 g of sodium hydroxide were added to 0.9 g of ethyl 4-tetrahydropyranylacetate and agitated at 80° C. for 1 hour. The solvent was removed by distillation, to which water was added. After washing with ethyl acetate, a hydrochloric acid aqueous solution was added to the resultant aqueous phase to an extent of pH of 3, followed by extraction with chloroform under salting-out conditions and drying with anhydrous magnesium sulfate. This was removed by filtration... Starting materials: BrCCNC(=O)N1C2=C(NC(C3=C1C=CC=C3)=O)C=CC=N2 (11-[[[2-bromo-ethyl]amino]carbonyl]-5,11-dihydro-6H-pyrido[2,3-b][1,4]benzodiazepin-6-one), C(C)N(CCCCC1CCNCC1)CC (4-[4-(diethylamino)butyl]-piperidine), CN(C=O)C (dimethylformamide). Solvent: C(C)(=O)OCC (ethyl acetate). Product: C(C)N(CCCCC1CCN(CC1)CCNC(=O)N1C2=C(NC(C3=C1C=CC=C3)=O)C=CC=N2)CC (11-[[[2-[4-[4-(Diethylamino)butyl]-piperidin-l-yl]ethyl]amino]carbonyl]-5,11-dihydro-6H-pyrido[2,3-b][1,4]benzodiazepin-6-one). Isolated yield 60.0%. Reaction SMILES: Br[CH2:2][CH2:3][NH:4][C:5]([N:7]1[C:13]2[CH:14]=[CH:15][CH:16]=[CH:17][C:12]=2[C:11](=[O:18])[NH:10][C:9]2[CH:19]=[CH:20][CH:21]=[N:22][C:8]1=2)=[O:6].[CH2:23]([N:25]([CH2:36][CH3:37])[CH2:26][CH2:27][CH2:28][CH2:29][CH:30]1[CH2:35][CH2:34][NH:33][CH2:32][CH2:31]1)[CH3:24].CN(C)C=O>C(OCC)(=O)C>[CH2:36]([N:25]([CH2:23][CH3:24])[CH2:26][CH2:27][CH2:28][CH2:29][CH:30]1[CH2:31][CH2:32][N:33]([CH2:2][CH2:3][NH:4][C:5]([N:7]2[C:13]3[CH:14]=[CH:15][CH:16]=[CH:17][C:12]=3[C:11](=[O:18])[NH:10][C:9]3[CH:19]=[CH:20][CH:21]=[N:22][C:8]2=3)=[O:6])[CH2:34][CH2:35]1)[CH3:37]. Reported procedure: Prepared analogously to Example 109 from 11-[[[2-bromo-ethyl]amino]carbonyl]-5,11-dihydro-6H-pyrido[2,3-b][1,4]benzodiazepin-6-one and 4-[4-(diethylamino)butyl]-piperidine, but using dimethylformamide instead of acetonitrile, in a yield of 60% of theory. Colourless crystals, m.p. 167° C. (ethyl acetate).